Dataset: the Open Reaction Database (ORD), a public repository of structured organic reaction records. Task: describe an organic reaction: reactants, conditions, products, and yield Starting materials: CN1C2C(C=3C=C(C=C(C13)C(F)(F)F)NC=1C=NC=CC1)CNCC2 ((5-methyl-6-trifluoromethyl-2,3,4,4a,5,9b-hexahydro-1H-pyrido[4,3-b]indol-8-yl)-pyridin-3-yl-amine), CC(C)(C)[O-].[Na+] (NaOt-Bu), CN1[C@@H]2[C@H](C3=CC(=CC(=C13)C#N)NC=1C=NC=CC1C(F)(F)F)CNCC2 ((4aS,9bR)-5-methyl-8-(4-trifluoromethyl-pyridin-3-ylamino)-2,3,4,4a,5,9b-hexahydro-1H-pyrido[4,3-b]indole-6-carbonitrile), BrC=1C(=NC=C(C1)C)OC (3-bromo-2-methoxy-5-methylpyridine). Product: COC1=NC=C(C=C1NC=1C=C2[C@H]3[C@@H](N(C2=C(C1)C#N)C)CCNC3)C ((4aS,9bR)-8-(2-methoxy-5-methyl-pyridin-3-ylamino)-5-methyl-2,3,4,4a,5,9b-hexahydro-1H-pyrido[4,3-b]indole-6-carbonitrile). As a reaction SMILES: CN1C2C(C(F)(F)F)=CC(NC3C=NC=CC=3)=CC=2C2CNCCC12.[CH3:26][N:27]1[C:35]2[C:30](=[CH:31][C:32]([NH:38]C3C=NC=CC=3C(F)(F)F)=[CH:33][C:34]=2[C:36]#[N:37])[C@@H:29]2[CH2:49][NH:50][CH2:51][CH2:52][C@H:28]12.Br[C:54]1[C:55]([O:61][CH3:62])=[N:56][CH:57]=[C:58]([CH3:60])[CH:59]=1.CC([O-])(C)C.[Na+]>>[CH3:62][O:61][C:55]1[C:54]([NH:38][C:32]2[CH:31]=[C:30]3[C:35](=[C:34]([C:36]#[N:37])[CH:33]=2)[N:27]([CH3:26])[C@H:28]2[CH2:52][CH2:51][NH:50][CH2:49][C@@H:29]32)=[CH:59][C:58]([CH3:60])=[CH:57][N:56]=1 |f:3.4|. Procedure: The title compound was prepared by following the general method for (5-methyl-6-trifluoromethyl-2,3,4,4a,5,9b-hexahydro-1H-pyrido[4,3-b]indol-8-yl)-pyridin-3-yl-amine (Method B) as a tan solid (57 mg, 39%) from (4aS,9bR)-8-amino-6-cyano-3,4,4a,9b-tetrahydro-1H-pyrido[4,3-b]indole-2,5-dicarboxylic acid tert-butyl ester (Example 162, 150 mg, 0.46 mmol), 3-bromo-2-methoxy-5-methylpyridine (84 mg, 0.42 mmol) and NaOt-Bu (66 mg, 0.69 mmol): mp 76–80° C.; 1H NMR (300 MHz, CDCl3) δ 7.38 (m, 1H), 7.07 (... Starting materials: C(C)C1=CC(=NN1)C1=CC=CC=C1 (5-ethyl-3-phenyl-1H-pyrazole), BrBr (bromine). Run in C(Cl)Cl (DCM). Conditions: time 30 minute. Yields the product BrC=1C(=NNC1CC)C1=CC=CC=C1 (4-Bromo-5-ethyl-3-phenyl-1H-pyrazole). The yield is 65.1%. RXN SMILES: [CH2:1]([C:3]1[NH:7][N:6]=[C:5]([C:8]2[CH:13]=[CH:12][CH:11]=[CH:10][CH:9]=2)[CH:4]=1)[CH3:2].[Br:14]Br>C(Cl)Cl>[Br:14][C:4]1[C:5]([C:8]2[CH:13]=[CH:12][CH:11]=[CH:10][CH:9]=2)=[N:6][NH:7][C:3]=1[CH2:1][CH3:2]. Procedure details: To a solution of 5-ethyl-3-phenyl-1H-pyrazole (10.0 g, 58.1 mmol) in DCM (150 mL) was added dropwise bromine (9.28 g, 58.1 mmol) at 0° C. The reaction was stirred at that temperature for 30 min and continued for 2 h at room temperature and then quenched with aqueous Na2SO3 solution (10% w/w, 10 mL). DCM was removed and the residue was extracted with EtOAc, washed with brine, dried over MgSO4, and concentrated. The residue was purified by silica gel column chromatography to give the title compoun... Starting materials: C(CCCCCCC)=C1C(N(C(S1)=O)CCCCOC=1C=2N(C=CC1)C=CN2)=O (5-octylidene-3-[4-(imidazo[1,2-a]pyridin-8-yloxy)butyl]thiazolidine-2,4-dione), Cl.C(C)(=O)OCC (hydrochloric acid ethyl acetate). The solvent is CO (methanol). The product is Cl.C(CCCCCCC)=C1C(N(C(S1)=O)CCCCOC=1C=2N(C=CC1)C=CN2)=O (5-octylidene-3-[4-(imidazo[1,2-a]pyridin-8-yloxy)butyl]thiazolidine-2,4-dione hydrochloride). Reaction SMILES: [CH:1](=[C:9]1[S:13][C:12](=[O:14])[N:11]([CH2:15][CH2:16][CH2:17][CH2:18][O:19][C:20]2[C:21]3[N:22]([CH:26]=[CH:27][N:28]=3)[CH:23]=[CH:24][CH:25]=2)[C:10]1=[O:29])[CH2:2][CH2:3][CH2:4][CH2:5][CH2:6][CH2:7][CH3:8].[ClH:30].C(OCC)(=O)C>CO>[ClH:30].[CH:1](=[C:9]1[S:13][C:12](=[O:14])[N:11]([CH2:15][CH2:16][CH2:17][CH2:18][O:19][C:20]2[C:21]3[N:22]([CH:26]=[CH:27][N:28]=3)[CH:23]=[CH:24][CH:25]=2)[C:10]1=[O:29])[CH2:2][CH2:3][CH2:4][CH2:5][CH2:6][CH2:7][CH3:8] |f:1.2,4.5|. Procedure details: To a methanol solution of 2.03 g (4.9 mmol) of 5-octylidene-3-[4-(imidazo[1,2-a]pyridin-8-yloxy)butyl]thiazolidine-2,4-dione, 1.25 ml of 4N hydrochloric acid-ethyl acetate was added, followed by stirring. After the solvent was distilled off, the residue was washed with ether to yield 1.71 g (77.2%, white solid) of the desired product.